This data is from the Open Reaction Database (ORD), a public repository of structured organic reaction records. The task is: describe an organic reaction: reactants, conditions, products, and yield The reactants are ClC=1C=CC2=C(NC(OC2=O)=O)C1Cl (7,8-dichloro-1H-benzo[d][1,3]oxazine-2,4-dione), CN (methylamine). The solvent is CN(C)C=O (DMF), CO (MeOH). Run at time 16 hour. The product is NC1=C(C(=O)NC)C=CC(=C1Cl)Cl (2-amino-3,4-dichloro-N-methyl-benzamide). Reaction SMILES: [Cl:1][C:2]1[CH:3]=[CH:4][C:5]2[C:10](=O)[O:9]C(=O)[NH:7][C:6]=2[C:13]=1[Cl:14].[CH3:15][NH2:16]>CN(C=O)C.CO>[NH2:7][C:6]1[C:13]([Cl:14])=[C:2]([Cl:1])[CH:3]=[CH:4][C:5]=1[C:10]([NH:16][CH3:15])=[O:9]. Procedure: Crude 7,8-dichloro-1H-benzo[d][1,3]oxazine-2,4-dione (12.8 g) was dissolved in 50 mL of DMF and treated with 35 mL of 2 M methylamine in MeOH. The mixture was stirred at room temperature for 16 hours and extracted with methylene chloride. The organic phase was washed with brine, dried over by sodium sulfate, and concentrated. Chromatography on a silica gel column with methylene chloride and methanol (50:1) gave 1.0 g of 2-amino-3,4-dichloro-N-methyl-benzamide: 1H NMR (300 MHz, CDCl3) δ 7.12 (d, ... Solvent: C(C)(=O)O (acetic acid), C(=O)(C(F)(F)F)O (TFA), C(C)(=O)O (acetic acid). Product: BrC1=C(C2=C(NC(OC2)=O)C=C1)C (6-Bromo-5-methyl-1,4-dihydro-benzo[d][1,3]oxazine-2-one). Procedure: To a solution of 5-methyl-1,4-dihydro-benzo[d] [1,3]oxazin-2-one (0.695 g, 4.3 mmol) in acetic acid (5 mL), Br2 (0.805 g=5 mmol) solution in TFA (5 mL)+acetic acid (5 mL) was added at 10° C. Reaction mixture was stirred for 2 hours and poured over ice water. Yellow precipitate was filtered and dried at 120° C. As a reaction SMILES: [CH3:1][C:2]1[C:11]2[CH2:10][O:9][C:8](=[O:12])[NH:7][C:6]=2[CH:5]=[CH:4][CH:3]=1.[Br:13]Br>C(O)(=O)C.C(O)(C(F)(F)F)=O>[Br:13][C:3]1[CH:4]=[CH:5][C:6]2[NH:7][C:8](=[O:12])[O:9][CH2:10][C:11]=2[C:2]=1[CH3:1]. Reactants: CC1=CC=CC=2NC(OCC21)=O (5-methyl-1,4-dihydro-benzo[d] [1,3]oxazin-2-one), BrBr (Br2), ice water. Reaction conditions: time 2 hour. Starting materials: CC(C)(O)Cn1nnc2nc(Cl)ccc21, CC(C)(O)c1cc(F)c(-c2cc(C(N)=O)c(N)s2)c(F)c1. Product: CC(C)(O)Cn1nnc2nc(Nc3sc(-c4c(F)cc(C(C)(C)O)cc4F)cc3C(N)=O)ccc21. As a reaction SMILES: [Cl:22][c:23]1[cH:24][cH:25][c:26]2[c:27]([n:28]1)[n:29][n:30][n:31]2[CH2:32][C:33]([CH3:34])([OH:35])[CH3:36].[NH2:1][c:2]1[s:3][c:4](-[c:10]2[c:11]([F:21])[cH:12][c:13]([C:17]([CH3:18])([CH3:19])[OH:20])[cH:14][c:15]2[F:16])[cH:5][c:6]1[C:7](=[O:8])[NH2:9]>>[NH:1]([c:2]1[s:3][c:4](-[c:10]2[c:11]([F:21])[cH:12][c:13]([C:17]([CH3:18])([CH3:19])[OH:20])[cH:14][c:15]2[F:16])[cH:5][c:6]1[C:7](=[O:8])[NH2:9])[c:23]1[cH:24][cH:25][c:26]2[c:27]([n:28]1)[n:29][n:30][n:31]2[CH2:32][C:33]([CH3:34])([OH:35])[CH3:36]. Starting materials: aqueous solution, [OH-].[Na+] (sodium hydroxide), NC=1C(=NON1)C=1N(C2=C(C(=NC=C2Br)COC(C)=O)N1)CC (Acetic Acid 2-(4-amino-furazan-3-yl)-7-bromo-1-ethyl-1H-imidazo[4,5-c]pyridin-4-ylmethyl ester). The solvent is O (water), CO (methanol). Run at time 2 hour. Product: NC=1C(=NON1)C=1N(C2=C(C(=NC=C2Br)CO)N1)CC ([2-(4-Amino-furazan-3-yl)-7-bromo-1-ethyl-1H-Imidazo[4,5-c]pyridin-4-yl]-methanol). Isolated yield 87.7%. As a reaction SMILES: [NH2:1][C:2]1[C:3]([C:7]2[N:8]([CH2:22][CH3:23])[C:9]3[C:14]([Br:15])=[CH:13][N:12]=[C:11]([CH2:16][O:17]C(=O)C)[C:10]=3[N:21]=2)=[N:4][O:5][N:6]=1.[OH-].[Na+]>CO.O>[NH2:1][C:2]1[C:3]([C:7]2[N:8]([CH2:22][CH3:23])[C:9]3[C:14]([Br:15])=[CH:13][N:12]=[C:11]([CH2:16][OH:17])[C:10]=3[N:21]=2)=[N:4][O:5][N:6]=1 |f:1.2|. Procedure details: To a suspension of the product of step 2 (312 mg, 0.74 mmol) in methanol (10 ml) was added a 2M aqueous solution of sodium hydroxide (1.1 ml, 2.21 mmol) and the reaction heated at reflux for 1 hour. The reaction was then diluted with water (20 ml) and aged at room temperature for 2 hours. The resulting precipitate was collected, washed with water and dried in vacuo at 45° C. for 16 hours to afford the title compound (220 mg, 88%); MS (ES+), m/e 339/341 [M+H]+. Reported procedure: A solution of succinic acid (69 mg) in hot ethanol (3.5 mL) was added slowly with stirring to a solution of (R)-5-(2-ethylsulphonylethyl)-3-(N-methylpyrrolidin-2-ylmethyl)-1H-indole free base (390 mg) in ethanol (3.5 mL). The solution was evaporated and the residue was triturated first with ether and then with ethyl acetate to give the title compound as a solid (375 mg): mp 59°-62° C.: [α]25D =+36° (methanol, c=0.10) Anal Calcd for C18H26N2O2S. 0.5 C4H6O4. 0.25 CH3CO2C2H5. 0.5 H2O: C,59.00; H,7.... Reactants: C(CCC(=O)O)(=O)O (succinic acid), C(C)S(=O)(=O)CCC=1C=C2C(=CNC2=CC1)C[C@@H]1N(CCC1)C ((R)-5-(2-ethylsulphonylethyl)-3-(N-methylpyrrolidin-2-ylmethyl)-1H-indole). As a reaction SMILES: [C:1]([OH:8])(=[O:7])[CH2:2][CH2:3][C:4]([OH:6])=[O:5].[CH2:9]([S:11]([CH2:14][CH2:15][C:16]1[CH:17]=[C:18]2[C:22](=[CH:23][CH:24]=1)[NH:21][CH:20]=[C:19]2[CH2:25][C@H:26]1[CH2:30][CH2:29][CH2:28][N:27]1[CH3:31])(=[O:13])=[O:12])[CH3:10]>C(O)C>[C:1]([OH:8])(=[O:7])[CH2:2][CH2:3][C:4]([OH:6])=[O:5].[CH2:9]([S:11]([CH2:14][CH2:15][C:16]1[CH:17]=[C:18]2[C:22](=[CH:23][CH:24]=1)[NH:21][CH:20]=[C:19]2[CH2:25][C@H:26]1[CH2:30][CH2:29][CH2:28][N:27]1[CH3:31])(=[O:13])=[O:12])[CH3:10].[CH2:9]([S:11]([CH2:1][CH2:2][C:3]1[CH:4]=[C:18]2[C:22](=[CH:23][CH:24]=1)[NH:21][CH:20]=[C:19]2[CH2:25][C@H:26]1[CH2:30][CH2:29][CH2:28][N:27]1[CH3:31])(=[O:13])=[O:12])[CH3:10] |f:3.4.5|. Solvent: C(C)O (ethanol), C(C)O (ethanol). Isolated yield 163.1%. Yields the product C(CCC(=O)O)(=O)O.C(C)S(=O)(=O)CCC=1C=C2C(=CNC2=CC1)C[C@@H]1N(CCC1)C.C(C)S(=O)(=O)CCC=1C=C2C(=CNC2=CC1)C[C@@H]1N(CCC1)C ((R)-5-(2-Ethylsulphonylethyl)-3-(N-methylpyrrolidin-2-ylmethyl)-1H-indole hemisuccinate). The reactants are C[SiH](C)Cl, Cc1ccccc1CC[Si](C)(C)Cl, C=C(C)c1ccccc1, C[Si](C)(C)Cl, CC(C)O, O. Product: Cc1ccccc1CC[Si](C)(C)O[Si](C)(C)C. As a reaction SMILES: [CH3:10][SiH:11]([CH3:12])[Cl:13].[CH3:14][c:15]1[c:16]([CH2:17][CH2:18][Si:19]([Cl:20])([CH3:21])[CH3:22])[cH:23][cH:24][cH:25][cH:26]1.[CH3:1][C:2]([c:3]1[cH:4][cH:5][cH:6][cH:7][cH:8]1)=[CH2:9].[CH3:27][Si:28]([Cl:29])([CH3:30])[CH3:31].[CH:32]([CH3:33])([CH3:34])[OH:35].[OH2:36]>>[CH3:14][c:15]1[c:16]([CH2:17][CH2:18][Si:19]([CH3:21])([CH3:22])[O:35][Si:28]([CH3:27])([CH3:30])[CH3:31])[cH:23][cH:24][cH:25][cH:26]1. Starting materials: C(C)(C)(C)OC(=O)N1CCC2(CCCN2C(=O)C2=NC(=C(C=C2)C2CC2)CC2=CC=C(C=C2)F)CC1 (1-[5-Cyclopropyl-6-(4-fluoro-benzyl)-pyridine-2-carbonyl]-1,8-diaza-spiro[4.5]decane-8-carboxylic acid tert-butyl ester), FC(C(=O)O)(F)F (2,2,2-trifluoroacetic acid), C(=O)(O)[O-].[Na+] (NaHCO3). Run in C(Cl)Cl (DCM). Yields the product C1(CC1)C=1C=CC(=NC1CC1=CC=C(C=C1)F)C(=O)N1CCCC12CCNCC2 ([5-Cyclopropyl-6-(4-fluoro-benzyl)-pyridin-2-yl]-(1,8-diaza-spiro[4.5]dec-1-yl)-methanone). Isolated yield 92.4%. As a reaction SMILES: C(OC([N:8]1[CH2:36][CH2:35][C:11]2([N:15]([C:16]([C:18]3[CH:23]=[CH:22][C:21]([CH:24]4[CH2:26][CH2:25]4)=[C:20]([CH2:27][C:28]4[CH:33]=[CH:32][C:31]([F:34])=[CH:30][CH:29]=4)[N:19]=3)=[O:17])[CH2:14][CH2:13][CH2:12]2)[CH2:10][CH2:9]1)=O)(C)(C)C.FC(F)(F)C(O)=O.C([O-])(O)=O.[Na+]>C(Cl)Cl>[CH:24]1([C:21]2[CH:22]=[CH:23][C:18]([C:16]([N:15]3[C:11]4([CH2:35][CH2:36][NH:8][CH2:9][CH2:10]4)[CH2:12][CH2:13][CH2:14]3)=[O:17])=[N:19][C:20]=2[CH2:27][C:28]2[CH:29]=[CH:30][C:31]([F:34])=[CH:32][CH:33]=2)[CH2:26][CH2:25]1 |f:2.3|. Procedure: A solution of tert-butyl 1-(5-cyclopropyl-6-(4-fluorobenzyl)picolinoyl)-1,8-diazaspiro[4.5]decane-8-carboxylate (Example 111, 19 mg, 38.5 μmol) and 2,2,2-trifluoroacetic acid (43.9 mg, 29.5 μL, 385 μmol) in DCM (0.4 mL) was stirred for 12 h at ambient temperature. The reaction mixture was poured onto 20 mL saturated aqueous NaHCO3 solution/ice and extracted with EtOAc (2×20 mL). The combined extracts were washed with ice-water/brine (20 mL), dried over Na2SO4 and brought to dryness to give the t...